This data is from the Open Reaction Database (ORD), a public repository of structured organic reaction records. The task is: describe an organic reaction: reactants, conditions, products, and yield Starting materials: [Al+3], CCOC(=O)c1cn(Cc2ccccc2)nc1OCc1ccc(OCc2nc(-c3ccco3)oc2C)c(O)c1, CCOC(C)=O, [H-], [H-], [H-], [H-], [Li+], [Na+], [Na+], C1CCOC1, O, O, O, O, O, O, O, O, O, O, O=S(=O)([O-])[O-]. The product is Cc1oc(-c2ccco2)nc1COc1ccc(COc2nn(Cc3ccccc3)cc2CO)cc1O. Reaction SMILES: [Al+3:41].[CH2:1]([c:2]1[cH:3][cH:4][cH:5][cH:6][cH:7]1)[n:8]1[n:9][c:10]([O:18][CH2:19][c:20]2[cH:21][c:22]([OH:39])[c:23]([O:26][CH2:27][c:28]3[n:29][c:30](-[c:34]4[o:35][cH:36][cH:37][cH:38]4)[o:31][c:32]3[CH3:33])[cH:24][cH:25]2)[c:11]([C:13](=[O:14])[O:15][CH2:16][CH3:17])[cH:12]1.[CH3:68][CH2:69][O:70][C:71](=[O:72])[CH3:73].[H-:40].[H-:43].[H-:44].[H-:45].[Li+:42].[Na+:61].[Na+:62].[O:63]1[CH2:64][CH2:65][CH2:66][CH2:67]1.[OH2:46].[OH2:47].[OH2:48].[OH2:49].[OH2:50].[OH2:51].[OH2:52].[OH2:53].[OH2:54].[OH2:55].[S:56]([O-:57])([O-:58])(=[O:59])=[O:60]>>[CH2:1]([c:2]1[cH:3][cH:4][cH:5][cH:6][cH:7]1)[n:8]1[n:9][c:10]([O:18][CH2:19][c:20]2[cH:21][c:22]([OH:39])[c:23]([O:26][CH2:27][c:28]3[n:29][c:30](-[c:34]4[o:35][cH:36][cH:37][cH:38]4)[o:31][c:32]3[CH3:33])[cH:24][cH:25]2)[c:11]([CH2:13][OH:14])[cH:12]1. As a reaction SMILES: N1[CH:6]=[CH:5]C=CC=1.[N+:7]([C:10]1[CH:15]=[CH:14][CH:13]=[CH:12][CH:11]=1)([O-])=O.[C]=[O:17].[CH2:18]([OH:20])C>[Pd](Cl)Cl.[Fe](Cl)(Cl)Cl>[C:10]1([NH:7][C:18]([O:20][CH2:5][CH3:6])=[O:17])[CH:15]=[CH:14][CH:13]=[CH:12][CH:11]=1 |^3:15|. The product is C1(=CC=CC=C1)NC(=O)OCC (phenyl urethane). The reagents and catalysts are [Fe](Cl)(Cl)Cl (iron(III)chloride), [Pd](Cl)Cl (palladium chloride), [Fe](Cl)(Cl)Cl (iron(III)chloride). Procedure: A mixture of 0.002% of palladium chloride, 3.5% of iron(III)chloride and 3.3% of pyridine was used as the catalyst system. This procedure corresponds to the procedure described in German Offenlegungsschrift No. 2,603,574 where iron(III)chloride is added as the activating Lewis acid. The reaction of nitrobenzene, ethanol and carbon monoxide to form phenyl urethane was carried out using this catalyst system under the conditions described in Example 4. Reactants: [N+](=O)([O-])C1=CC=CC=C1 (nitrobenzene), [C]=O (carbon monoxide), C(C)O (ethanol), N1=CC=CC=C1 (pyridine). The reactants are ClC1=CC=C(OC(C(C(C)(C)C)O)N2N=CN=C2)C=C1 (1-(4-chlorophenoxy)-3,3-dimethyl-1-(1H-1,2,4-triazol-1-yl)-2-butanol), liquid, C(=O)(Cl)Cl (phosgene), N1=CC=CC=C1 (pyridine). Run in C1CCOC1 (THF). Conditions: time 21 hour. The product is ClC(=O)OC(C(N1NC=NC1)OC1=CC=C(C=C1)Cl)C(C)(C)C (1-(4-chlorophenoxy)-3,3-dimethyl-1-(1H-1,2,4-triazol-2-yl)-2-butyl chloroformate). RXN SMILES: [Cl:1][C:2]1[CH:20]=[CH:19][C:5]([O:6][CH:7]([N:14]2[CH:18]=[N:17][CH:16]=[N:15]2)[CH:8]([OH:13])[C:9]([CH3:12])([CH3:11])[CH3:10])=[CH:4][CH:3]=1.[C:21](Cl)([Cl:23])=[O:22].N1C=CC=CC=1>C1COCC1>[Cl:23][C:21]([O:13][CH:8]([C:9]([CH3:11])([CH3:12])[CH3:10])[CH:7]([O:6][C:5]1[CH:4]=[CH:3][C:2]([Cl:1])=[CH:20][CH:19]=1)[N:14]1[CH2:18][N:17]=[CH:16][NH:15]1)=[O:22]. Procedure: To a solution of 29.6 g (0.1 mole) of 1-(4-chlorophenoxy)-3,3-dimethyl-1-(1H-1,2,4-triazol-1-yl)-2-butanol in 250 ml of THF was added 20 ml of liquid phosgene, followed by 9 ml of pyridine. The mixture was stirred at ambient temperature for about 21 hours. White solid (water-soluble) was filtered off and the THF filtrate concentrated in vacuum to a residual oil, the intermediate chloroformate. Further purification of the chloroformate was accomplished by dissolving it in about 300 ml of 1-chloro... Starting materials: O=c1ccc(Br)c[nH]1, O, O=[N+]([O-])O, O=S(=O)(O)O. Product: O=c1[nH]cc(Br)cc1[N+](=O)[O-]. As a reaction SMILES: [Br:1][c:2]1[cH:3][cH:4][c:5](=[O:8])[nH:6][cH:7]1.[OH2:13].[OH:9][N+:10]([O-:11])=[O:12].[S:14](=[O:15])(=[O:16])([OH:17])[OH:18]>>[Br:1][c:2]1[cH:3][c:4]([N+:10](=[O:9])[O-:11])[c:5](=[O:8])[nH:6][cH:7]1. Reactants: C1(=CC=C(C=C1)S(=O)(=O)NC1=C(C=C(C=C1)[N+](=O)[O-])C)C (4-(N-p-toluenesulfonyl)amino-3-methyl-nitrobenzene), [H][H] (hydrogen). The reagents and catalysts are [Ni] (Raney nickel). Solvent: O1CCCC1 (tetrahydrofuran). Yields the product C1(=CC=C(C=C1)S(=O)(=O)NC1=C(C=C(N)C=C1)C)C (4-(N-p-toluenesulfonyl)amino-3-methylaniline). Reaction SMILES: [C:1]1([CH3:21])[CH:6]=[CH:5][C:4]([S:7]([NH:10][C:11]2[CH:16]=[CH:15][C:14]([N+:17]([O-])=O)=[CH:13][C:12]=2[CH3:20])(=[O:9])=[O:8])=[CH:3][CH:2]=1.[H][H]>[Ni].O1CCCC1>[C:1]1([CH3:21])[CH:6]=[CH:5][C:4]([S:7]([NH:10][C:11]2[CH:16]=[CH:15][C:14]([NH2:17])=[CH:13][C:12]=2[CH3:20])(=[O:9])=[O:8])=[CH:3][CH:2]=1. Procedure: 30.6g (0.6 mole) of 4-(N-p-toluenesulfonyl)amino-3-methyl-nitrobenzene 1g of fresh-developed Raney nickel and 60ml of tetrahydrofuran were charged into an autoclave and the autoclave was pressurized to 60kg/cm2 with hydrogen. The reaction was carried out at 50° to 100° C while stirring. After completion of the reaction, the Raney nickel was removed from the reaction solution and the tetrahydrofuran was distilled out to obtain brown 4-(N-p-toluenesulfonyl)amino-3-methylaniline. The product was re...